Task: describe an organic reaction: reactants, conditions, products, and yield. Dataset: the Open Reaction Database (ORD), a public repository of structured organic reaction records The product is Cl, CNC(=O)c1ccccc1Nc1nc(Nc2cccc(N3CCN(C)CC3)c2)ncc1C. RXN SMILES: [CH3:20][N:21]1[CH2:22][CH2:23][N:24]([c:27]2[cH:28][c:29]([NH2:30])[cH:31][cH:32][cH:33]2)[CH2:25][CH2:26]1.[CH:35]([OH:36])([CH3:37])[CH3:38].[Cl:1][c:2]1[n:3][cH:4][c:5]([CH3:19])[c:6]([NH:8][c:9]2[c:10]([C:11](=[O:12])[NH:13][CH3:14])[cH:15][cH:16][cH:17][cH:18]2)[n:7]1.[ClH:34]>>[ClH:1].[c:2]1([NH:30][c:29]2[cH:28][c:27]([N:24]3[CH2:23][CH2:22][N:21]([CH3:20])[CH2:26][CH2:25]3)[cH:33][cH:32][cH:31]2)[n:3][cH:4][c:5]([CH3:19])[c:6]([NH:8][c:9]2[c:10]([C:11](=[O:12])[NH:13][CH3:14])[cH:15][cH:16][cH:17][cH:18]2)[n:7]1. The reactants are CN1CCN(c2cccc(N)c2)CC1, CC(C)O, CNC(=O)c1ccccc1Nc1nc(Cl)ncc1C, Cl. Reactants: ice water, C1(CC1)N1C=C(C(C2=CC(=C(C(=C12)C)F)F)=O)C(=O)OCC (ethyl 1-cyclopropyl-6,7-difluoro-1,4-dihydro-8-methyl-4-oxo-3-quinolinecarboxylate), S(O)(O)(=O)=O (sulfuric acid), C(C)(=O)O (acetic acid). Run in O (water). The product is C1(CC1)N1C=C(C(C2=CC(=C(C(=C12)C)F)F)=O)C(=O)O (1-Cyclopropyl-6,7-difluoro-1,4-dihydro-8-methyl-4-oxo-3-quinolinecarboxylic acid). Isolated yield 88.3%. RXN SMILES: [CH:1]1([N:4]2[C:13]3[C:8](=[CH:9][C:10]([F:16])=[C:11]([F:15])[C:12]=3[CH3:14])[C:7](=[O:17])[C:6]([C:18]([O:20]CC)=[O:19])=[CH:5]2)[CH2:3][CH2:2]1.S(=O)(=O)(O)O.C(O)(=O)C>O>[CH:1]1([N:4]2[C:13]3[C:8](=[CH:9][C:10]([F:16])=[C:11]([F:15])[C:12]=3[CH3:14])[C:7](=[O:17])[C:6]([C:18]([OH:20])=[O:19])=[CH:5]2)[CH2:2][CH2:3]1. Procedure details: A mixture of ethyl 1-cyclopropyl-6,7-difluoro-1,4-dihydro-8-methyl-4-oxo-3-quinolinecarboxylate (1.97 g), concentrated sulfuric acid (1.6 ml) and acetic acid (12.8 ml) in water (9.6 ml) was refluxed for 1.5 hours. The reacting mixture was poured into ice-water (100 ml), the resulting precipitate was collected by filtration, washed with water and dried to give the title compound (1.58 g) as white powder, mp 243°-245° C. Product: CNC(=O)N1CCC(CC1)NC1=CC=C(C=C1)CCNC[C@@H](COC1=CC=C(C=C1)O)O (4(4-{2-[(2S)-2-Hydroxy-3-(4-hydroxy-phenoxy)-propylamino]-ethyl}-phenylamino)-piperidine-1-carboxylic acid methylamide). Procedure: 4-[4-(2-Aminoethyl)anilino]-N-methyl-1-piperidinecarboxamide formate (0.322 g, 1.0 mmol) was reacted with tert-butyl-(4-oxiranylmethoxy-phenoxy)-diphenyl-silane (0.364 g, 0.90 mmol) according to Procedure G to give the title compound (eluant: 20:1 chloroform-methanol) (0.1 g, 0.15 mmol). Reaction SMILES: C(O)=O.[NH2:4][CH2:5][CH2:6][C:7]1[CH:23]=[CH:22][C:10]([NH:11][CH:12]2[CH2:17][CH2:16][N:15]([C:18]([NH:20][CH3:21])=[O:19])[CH2:14][CH2:13]2)=[CH:9][CH:8]=1.C([Si]([O:41][C:42]1[CH:47]=[CH:46][C:45]([O:48][CH2:49][CH:50]2[CH2:52][O:51]2)=[CH:44][CH:43]=1)(C1C=CC=CC=1)C1C=CC=CC=1)(C)(C)C>>[CH3:21][NH:20][C:18]([N:15]1[CH2:16][CH2:17][CH:12]([NH:11][C:10]2[CH:9]=[CH:8][C:7]([CH2:6][CH2:5][NH:4][CH2:52][C@H:50]([OH:51])[CH2:49][O:48][C:45]3[CH:46]=[CH:47][C:42]([OH:41])=[CH:43][CH:44]=3)=[CH:23][CH:22]=2)[CH2:13][CH2:14]1)=[O:19] |f:0.1|. Reactants: C(=O)O.NCCC1=CC=C(NC2CCN(CC2)C(=O)NC)C=C1 (4-[4-(2-Aminoethyl)anilino]-N-methyl-1-piperidinecarboxamide formate), C(C)(C)(C)[Si](C1=CC=CC=C1)(C1=CC=CC=C1)OC1=CC=C(C=C1)OCC1OC1 (tert-butyl-(4-oxiranylmethoxy-phenoxy)-diphenyl-silane). Yield: 16.7%. Reactants: N1C=C(C2=CC=CC=C12)C(CC#N)=O (3-(1H-indol-3-yl)-3-oxo-propionitrile), O.NN (hydrazine monohydrate). The solvent is CCO (EtOH). Product: N1C=C(C2=CC=CC=C12)C=1C=C(NN1)N (5-(1H-Indol-3-yl)-2H-pyrazol-3-ylamine). The yield is 43.6%. RXN SMILES: [NH:1]1[C:9]2[C:4](=[CH:5][CH:6]=[CH:7][CH:8]=2)[C:3]([C:10](=O)[CH2:11][C:12]#[N:13])=[CH:2]1.O.[NH2:16][NH2:17]>CCO>[NH:1]1[C:9]2[C:4](=[CH:5][CH:6]=[CH:7][CH:8]=2)[C:3]([C:10]2[CH:11]=[C:12]([NH2:13])[NH:16][N:17]=2)=[CH:2]1 |f:1.2|. Procedure details: To a solution of 3-(1H-indol-3-yl)-3-oxo-propionitrile (6.4 g, 34.7 mmol, 1.0 eq), in absolute EtOH (40 mL), hydrazine monohydrate (5.0 mL, 104.1 mmol, 3.0 eq) was added and the reaction was heated at reflux for 24 hours. The reaction mixture was allowed to cool to room temperature; the solid was filtered and washed with Et2O/EtOAc 10/1 to give 3.0 g of title product (yield 74%). The reactants are C1CCOC1, Cl, [N-]=[N+]=NCc1ccccc1I, [NH4+], [Na+], [OH-], [OH-], c1ccc(P(c2ccccc2)c2ccccc2)cc1. Product: NCc1ccccc1I. RXN SMILES: [CH2:34]1[O:35][CH2:36][CH2:37][CH2:38]1.[ClH:33].[N:1](=[N+:2]=[N-:3])[CH2:4][c:5]1[c:6]([I:11])[cH:7][cH:8][cH:9][cH:10]1.[NH4+:39].[Na+:32].[OH-:31].[OH-:40].[c:12]1([P:13]([c:14]2[cH:15][cH:16][cH:17][cH:18][cH:19]2)[c:20]2[cH:21][cH:22][cH:23][cH:24][cH:25]2)[cH:26][cH:27][cH:28][cH:29][cH:30]1>>[NH2:1][CH2:4][c:5]1[c:6]([I:11])[cH:7][cH:8][cH:9][cH:10]1. Isolated yield 92.7%. Reported procedure: A solution of 4-(3-hydroxy-prop-1-ynyl)-benzoic acid methyl ester (12.65 g) in EtOAc (75 mL) and MeOH (75 mL) was hydrogenated at 50 psi on a Parr shaker in the presence of 10% palladium on carbon (2 g) for 24 h. The catalyst was removed by filtration through Celite® and the filtrate was concentrated. The reaction was repeated by adding 10% palladium on carbon (2 g) and hydrogenating on a Parr shaker for 24 h. After filtering through Celite®, the solution was concentrated in vacuo to provide 4-(... Run in CCOC(=O)C (EtOAc), CO (MeOH). Product: COC(C1=CC=C(C=C1)CCCO)=O (4-(3-hydroxy-propyl)-benzoic acid methyl ester). Reagents/catalysts: [Pd] (palladium on carbon). Run at time 24 hour. As a reaction SMILES: [CH3:1][O:2][C:3](=[O:14])[C:4]1[CH:9]=[CH:8][C:7]([C:10]#[C:11][CH2:12][OH:13])=[CH:6][CH:5]=1>CCOC(C)=O.CO.[Pd]>[CH3:1][O:2][C:3](=[O:14])[C:4]1[CH:9]=[CH:8][C:7]([CH2:10][CH2:11][CH2:12][OH:13])=[CH:6][CH:5]=1. The reactants are COC(C1=CC=C(C=C1)C#CCO)=O (4-(3-hydroxy-prop-1-ynyl)-benzoic acid methyl ester). Starting materials: CC1CCCO1 (2-MeTHF), C(=O)([O-])[O-].[Na+].[Na+] (Na2CO3), Cl.N1\C(\NCC12CCNCC2)=N\C(=O)C2=NC(=C(N=C2N)N)Cl (3,5-diamino-6-chloro-pyrazine-2-carboxylic acid [1,3,8-triaza-spiro[4.5]dec-(2E)-ylidene]-amide hydrochloride), C(CC)N(C(=O)COC(=O)CCNS(=O)(=O)C=1C=C(C(=O)O)C=CC1)CCC (3-(2-dipropylcarbamoylmethoxycarbonyl-ethylsulfamoyl)-benzoic acid), CN1CCOCC1 (N-methylmorpholine), C1=CC=C2C(=C1)N=NN2O.O (HOBt hydrate), CCN=C=NCCCN(C)C.Cl (EDCI.HCl). Solvent: C1CCOC1 (THF), O (water). Reaction conditions: temperature 50 celsius. Product: C(CC)N(C(=O)COC(CCNS(=O)(=O)C1=CC(=CC=C1)C(=O)N1CCC2(CN\C(\N2)=N/C(=O)C2=NC(=C(N=C2N)N)Cl)CC1)=O)CCC (3-(3-{2-[(E)-3,5-Diamino-6-chloro-pyrazine-2-carbonylimino]-1,3,8-triaza-spiro[4.5]decane-8-carbonyl}-benzenesulfonylamino)-propionic acid dipropylcarbamoylmethyl ester), maleate salt. Reaction SMILES: [CH2:1]([N:4]([CH2:26][CH2:27][CH3:28])[C:5]([CH2:7][O:8][C:9]([CH2:11][CH2:12][NH:13][S:14]([C:17]1[CH:18]=[C:19]([CH:23]=[CH:24][CH:25]=1)[C:20](O)=[O:21])(=[O:16])=[O:15])=[O:10])=[O:6])[CH2:2][CH3:3].CN1CCOCC1.C1C=C2N=NN(O)C2=CC=1.O.Cl.[NH:48]1[C:52]2([CH2:57][CH2:56][NH:55][CH2:54][CH2:53]2)[CH2:51][NH:50]/[C:49]/1=[N:58]\[C:59]([C:61]1[C:66]([NH2:67])=[N:65][C:64]([NH2:68])=[C:63]([Cl:69])[N:62]=1)=[O:60].CCN=C=NCCCN(C)C.Cl.CC1OCCC1.C([O-])([O-])=O.[Na+].[Na+]>C1COCC1.O>[CH2:1]([N:4]([CH2:26][CH2:27][CH3:28])[C:5]([CH2:7][O:8][C:9](=[O:10])[CH2:11][CH2:12][NH:13][S:14]([C:17]1[CH:25]=[CH:24][CH:23]=[C:19]([C:20]([N:55]2[CH2:56][CH2:57][C:52]3([NH:48]/[C:49](=[N:58]/[C:59]([C:61]4[C:66]([NH2:67])=[N:65][C:64]([NH2:68])=[C:63]([Cl:69])[N:62]=4)=[O:60])/[NH:50][CH2:51]3)[CH2:53][CH2:54]2)=[O:21])[CH:18]=1)(=[O:16])=[O:15])=[O:6])[CH2:2][CH3:3] |f:2.3,4.5,6.7,9.10.11|. Procedure: To a stirred solution of 3-(2-dipropylcarbamoylmethoxycarbonyl-ethylsulfamoyl)-benzoic acid (Int. AA) (6.1 g, 12.60 mmol) in THF (50 ml) was added sequentially water (25 ml), N-methylmorpholine (7 ml, 63 mmol) and HOBt hydrate (2.9 g, 18.9 mmol). The internal temperature was maintained at ≦20° C. 3,5-Diamino-6-chloro-pyrazine-2-carboxylic acid [1,3,8-triaza-spiro[4.5]dec-(2E)-ylidene]-amide hydrochloride (WO09074575, Ex. 38, page 123) (65% purity, 6.3 g, 12.6 mmol) was added and stirred until a ... Product: Cc1cccc(C(=O)c2ccc(C)nc2Cl)c1. As a reaction SMILES: [Br:2][c:3]1[cH:4][c:5]([CH3:9])[cH:6][cH:7][cH:8]1.[Cl-:21].[Cl:10][c:11]1[c:12]([C:13](=[O:14])[OH:15])[cH:16][cH:17][c:18]([CH3:20])[n:19]1.[Mg:1].[NH4+:22].[O:23]1[CH2:24][CH2:25][CH2:26][CH2:27]1>>[c:3]1([C:13]([c:12]2[c:11]([Cl:10])[n:19][c:18]([CH3:20])[cH:17][cH:16]2)=[O:15])[cH:4][c:5]([CH3:9])[cH:6][cH:7][cH:8]1. Starting materials: Cc1cccc(Br)c1, [Cl-], Cc1ccc(C(=O)O)c(Cl)n1, [Mg], [NH4+], C1CCOC1.